This data is from the Open Reaction Database (ORD), a public repository of structured organic reaction records. The task is: describe an organic reaction: reactants, conditions, products, and yield Starting materials: CN(C)CCN(C)C (TMEDA), C1CCOC1 (THF), C1CCOC1 (THF), enone, [Li]CCCC (n-BuLi), C(C)(C)NC(C)C (diisopropylamine), C1CCOC1 (THF), [Li+].CC(C)[N-]C(C)C (LDA), enone. Run at temperature -20 celsius, time 15 minute. The product is [Li+].CC(C)[N-]C(C)C.C1CCOC1 (LDA THF), S2-2-1. The yield is 65.0%. As a reaction SMILES: [Li:1]CCCC.[CH:6]([NH:9][CH:10]([CH3:12])[CH3:11])([CH3:8])[CH3:7].CN(CCN(C)C)C.[Li+].CC([N-]C(C)C)C.[CH2:29]1[CH2:33][O:32][CH2:31][CH2:30]1>>[Li+:1].[CH3:7][CH:6]([N-:9][CH:10]([CH3:12])[CH3:11])[CH3:8].[CH2:29]1[CH2:33][O:32][CH2:31][CH2:30]1 |f:3.4,6.7.8|. Procedure: LDA/THF was prepared by adding n-BuLi (0.29 mL, 1.6 M/hexanes, 0.46 mmol, 3.0 equiv) to diisopropylamine (65 μL, 0.46 mmol, 3.0 equiv) in 3 mL dry THF under a nitrogen atmosphere in a flame dried schenck flask at −78° C. The resulting solution was warmed to −20° C. and stirred for another 15 min. After the LDA solution was cooled down to −78° C., TMEDA (69 μL, 0.46 mmol, 3.0 equiv) was added slowly via a syringe. Compound S2-1-1 (0.10 g, 0.20 mmol, 1.3 equiv) was dissolved in 1 mL dry THF and ad...